This data is from the Open Reaction Database (ORD), a public repository of structured organic reaction records. The task is: describe an organic reaction: reactants, conditions, products, and yield Starting materials: [F-].C(CCC)[N+](CCCC)(CCCC)CCCC (tetrabutyl ammonium fluoride), solution, [Si](C)(C)(C(C)(C)C)OC=1C=C2C(=CNC2=CC1)C1CCN(CC1)C (5-(t-butyldimethylsilanyloxy)-3-(1-methylpiperidin-4-yl)-1H-indol), C(C1=CC=CC=C1)Br (benzyl bromide). Run in O1CCCC1 (tetrahydrofuran), O1CCCC1 (tetrahydrofuran), [H-].[K+] (potassium hydride). Reaction conditions: time 8 hour. The product is C(C1=CC=CC=C1)N1C=C(C2=CC(=CC=C12)O)C1CCN(CC1)C (1-Benzyl-3-(1-methylpiperidin-4-yl)-5-hydroxy-1H-indole). Yield: 98.8%. RXN SMILES: [Si]([O:8][C:9]1[CH:10]=[C:11]2[C:15](=[CH:16][CH:17]=1)[NH:14][CH:13]=[C:12]2[CH:18]1[CH2:23][CH2:22][N:21]([CH3:24])[CH2:20][CH2:19]1)(C(C)(C)C)(C)C.[CH2:25](Br)[C:26]1[CH:31]=[CH:30][CH:29]=[CH:28][CH:27]=1.[F-].C([N+](CCCC)(CCCC)CCCC)CCC>O1CCCC1.[H-].[K+]>[CH2:25]([N:14]1[C:15]2[C:11](=[CH:10][C:9]([OH:8])=[CH:17][CH:16]=2)[C:12]([CH:18]2[CH2:19][CH2:20][N:21]([CH3:24])[CH2:22][CH2:23]2)=[CH:13]1)[C:26]1[CH:31]=[CH:30][CH:29]=[CH:28][CH:27]=1 |f:2.3,5.6|. Procedure: By a method similar to Preparation 32, using 5-(t-butyldimethylsilanyloxy)-3-(1-methylpiperidin-4-yl)-1H-indol (350 mg, 1.02 mmol) in tetrahydrofuran (20 mL), potassium hydride (116 mg of a 35% dispersion in oil, 1.02 mmol) and benzyl bromide (121 μL, 1.02 mmol) and after stirring at room temperature overnight, the reaction mixture was directly treated with tetrabutyl ammonium fluoride (1.02 mL of a 1M solution in tetrahydrofuran, 1.02 mmol) and stirred at room temperature for three days. The so... The product is CN(CCON1C(=O)c2ccccc2C1=O)C(=O)OC(C)(C)C. Starting materials: CN(CCO)C(=O)OC(C)(C)C, C1CCOC1, O=C1c2ccccc2C(=O)N1O, c1ccc(P(c2ccccc2)c2ccccc2)cc1. RXN SMILES: [C:1]([CH3:2])([CH3:3])([CH3:4])[O:5][C:6]([N:7]([CH3:8])[CH2:9][CH2:10][OH:11])=[O:12].[O:44]1[CH2:45][CH2:46][CH2:47][CH2:48]1.[OH:13][N:14]1[C:15](=[O:24])[c:16]2[c:17]([cH:20][cH:21][cH:22][cH:23]2)[C:18]1=[O:19].[c:25]1([P:26]([c:27]2[cH:28][cH:29][cH:30][cH:31][cH:32]2)[c:33]2[cH:34][cH:35][cH:36][cH:37][cH:38]2)[cH:39][cH:40][cH:41][cH:42][cH:43]1>>[C:1]([CH3:2])([CH3:3])([CH3:4])[O:5][C:6]([N:7]([CH3:8])[CH2:9][CH2:10][O:11][N:14]1[C:15](=[O:24])[c:16]2[c:17]([cH:20][cH:21][cH:22][cH:23]2)[C:18]1=[O:19])=[O:12]. Starting materials: CCOC(Cc1ccc(OCc2ccccc2)cc1C)C(=O)OC, CO. Product: CCOC(Cc1ccc(O)cc1C)C(=O)OC. Reaction SMILES: [CH3:1][O:2][C:3]([CH:4]([CH2:5][c:6]1[c:7]([CH3:20])[cH:8][c:9]([O:12][CH2:13][c:14]2[cH:15][cH:16][cH:17][cH:18][cH:19]2)[cH:10][cH:11]1)[O:21][CH2:22][CH3:23])=[O:24].[CH3:25][OH:26]>>[CH3:1][O:2][C:3]([CH:4]([CH2:5][c:6]1[c:7]([CH3:20])[cH:8][c:9]([OH:12])[cH:10][cH:11]1)[O:21][CH2:22][CH3:23])=[O:24]. The reactants are [Na].N1N=CN=C1 (1,2,4-triazole sodium salt), [I-].[K+] (potassium iodide), FC(OC1=C(C=CC(=C1)Cl)C1(OCC(O1)CC)CBr)F (2-(2'-difluoromethoxy-4'-chlorophenyl)-2-bromomethyl-4-ethyl-1,3-dioxolane), ( b ), O (water). Run in CN(C=O)C (dimethylformamide). Yields the product FC(OC1=C(C=CC(=C1)Cl)C1(OCC(O1)CC)CN1N=CN=C1)F (2-[2'-Difluoromethoxy-4'-chlorophenyl]-2-(1h-1,2,4-triazolylmethyl)-4-ethyl-1,3-dioxolane). Reaction SMILES: [Na].[NH:2]1[CH:6]=[N:5][CH:4]=[N:3]1.[I-].[K+].[F:9][CH:10]([F:28])[O:11][C:12]1[CH:17]=[C:16]([Cl:18])[CH:15]=[CH:14][C:13]=1[C:19]1([CH2:26]Br)[O:23][CH:22]([CH2:24][CH3:25])[CH2:21][O:20]1.O>CN(C)C=O>[F:28][CH:10]([F:9])[O:11][C:12]1[CH:17]=[C:16]([Cl:18])[CH:15]=[CH:14][C:13]=1[C:19]1([CH2:26][N:2]2[CH:6]=[N:5][CH:4]=[N:3]2)[O:23][CH:22]([CH2:24][CH3:25])[CH2:21][O:20]1 |f:0.1,2.3,^1:0|. Procedure details: 5.9 parts of 1,2,4-triazole sodium salt, a catalytic amount of potassium iodide and 12 parts of the 2-(2'-difluoromethoxy-4'-chlorophenyl)-2-bromomethyl-4-ethyl-1,3-dioxolane prepared in (b) are stirred in 100 ml of dimethylformamide for 16 hours at a bath temperature of 130° C. The reaction mixture is cooled to room temperature, poured into 500 ml of water and extracted with 2×300 ml of diethyl ether. The combined organic phases are washed with 2×200 ml of water, dried over sodium sulfate, filt... The reactants are COC1=CC(=NC2=CC=CC=C12)C(=O)OC (methyl 4-methoxyquinoline-2-carboxylate), O.NN (hydrazine monohydrate). The solvent is CC(C)O (i-PrOH). Conditions: temperature 80 celsius. The product is COC1=CC(=NC2=CC=CC=C12)C(=O)NN (4-Methoxyquinoline-2-carbohydrazide). RXN SMILES: [CH3:1][O:2][C:3]1[C:12]2[C:7](=[CH:8][CH:9]=[CH:10][CH:11]=2)[N:6]=[C:5]([C:13]([O:15]C)=O)[CH:4]=1.O.[NH2:18][NH2:19]>CC(O)C>[CH3:1][O:2][C:3]1[C:12]2[C:7](=[CH:8][CH:9]=[CH:10][CH:11]=2)[N:6]=[C:5]([C:13]([NH:18][NH2:19])=[O:15])[CH:4]=1 |f:1.2|. Procedure details: The methyl 4-methoxyquinoline-2-carboxylate (1 eq) was dissolved in i-PrOH (0.75 M) and then hydrazine monohydrate (10 eq) was added. The reaction mixture was heated at 80° C. overnight and then the solvent was evaporated under reduced pressure and the crude product was used in the next step without purification. MS (ES) C11H11N3O2 required: 217, found: 218 (M+H)+. Reactants: C(#N)[BH3-].[Na+] (Sodium cyanoborohydride), C(C)(=O)O (acetic acid), CS(=O)(=O)N1N=CC2=CC(=CC=C12)N (1-(methylsulfonyl)-1H-indazol-5-amine), C(CC)N1C2CC(CC1CC2)=O (8-propyl-8-azabicyclo[3.2.1]octan-3-one), [OH-].[Na+] (sodium hydroxide). The solvent is CO (methanol). Conditions: time 4 day. The product is CS(=O)(=O)N1N=CC2=CC(=CC=C12)NC1CC2CCC(C1)N2CCC (1-(methylsulfonyl)-N-(8-propyl-8-azabicyclo[3.2.1]oct-3-yl)-1H-indazol-5-amine). Yield: 2.9%. RXN SMILES: C([BH3-])#N.[Na+].C(O)(=O)C.[CH3:9][S:10]([N:13]1[C:21]2[C:16](=[CH:17][C:18]([NH2:22])=[CH:19][CH:20]=2)[CH:15]=[N:14]1)(=[O:12])=[O:11].[CH2:23]([N:26]1[CH:31]2[CH2:32][CH2:33][CH:27]1[CH2:28][C:29](=O)[CH2:30]2)[CH2:24][CH3:25].[OH-].[Na+]>CO>[CH3:9][S:10]([N:13]1[C:21]2[C:16](=[CH:17][C:18]([NH:22][CH:29]3[CH2:28][CH:27]4[N:26]([CH2:23][CH2:24][CH3:25])[CH:31]([CH2:32][CH2:33]4)[CH2:30]3)=[CH:19][CH:20]=2)[CH:15]=[N:14]1)(=[O:11])=[O:12] |f:0.1,5.6|. Procedure: Sodium cyanoborohydride (242 mg, 3.85 mmol) and then acetic acid (220 μl, 3.84 mmol) were added to a solution of 1-(methylsulfonyl)-1H-indazol-5-amine (163 mg, 0.772 mmol) and 8-propyl-8-azabicyclo[3.2.1]octan-3-one (150 mg, 0.924 mmol) in methanol (3 ml), and the resulting mixture was stirred at room temperature for 4 days. A 1N-aqueous sodium hydroxide solution was added thereto, followed by extraction with ethyl acetate. The extract solution was washed with a saturated aqueous sodium chloride... Starting materials: C(#N)C=1C=C(C=O)C=CC1 (3-cyanobenzaldehyde), CCC(CC(CC)=O)=O (3,5-heptanedione). Product: C(#N)C=1C=C(C=CC1)C=C(C(CC)=O)C(CC)=O (4-[(3-Cyano phenyl)methylene]-3,5-heptanedione). Reaction SMILES: [C:1]([C:3]1[CH:4]=[C:5]([CH:8]=[CH:9][CH:10]=1)[CH:6]=O)#[N:2].[CH3:11][CH2:12][C:13](=[O:19])[CH2:14][C:15](=[O:18])[CH2:16][CH3:17]>>[C:1]([C:3]1[CH:4]=[C:5]([CH:6]=[C:14]([C:13](=[O:19])[CH2:12][CH3:11])[C:15](=[O:18])[CH2:16][CH3:17])[CH:8]=[CH:9][CH:10]=1)#[N:2]. Procedure: The procedure described in Example 19 was repeated by using 1.82 g 3-cyanobenzaldehyde and 3.5 g 3,5-heptanedione. Yield 0.4 g, mp 51°-52° C. Starting materials: acid chloride, primary amine, C(C)OC(C1=CC(=CC=C1)N)OCC (3-aminobenzaldehyde diethylacetal), N1=C(C=CC=C1)C(=O)Cl (pyridine-2-carboxylic acid chlorid), C(C)OC(C1=CC(=CC=C1)N)OCC (3-aminobenzaldehyde diethylacetal), C(C)OC(C1=CC(=CC=C1)[N+](=O)[O-])OCC (3-nitrobenzaldehyde diethyl acetal), [N+](=O)([O-])C=1C=C(C=O)C=CC1 (3-nitrobenzaldehyde), C(C)OC(OCC)OCC (triethylorthoformate), C1(=CC=C(C=C1)S(=O)(=O)O)C (p-toluenesulfonic acid). Solvent: C(C)N(CC)CC (triethylamine), O (water), C(Cl)Cl (methylene chloride), C(C)O (ethanol). Conditions: time 1 hour. Yields the product C(=O)C=1C=C(C=CC1)NC(=O)C1=NC=CC=C1 (N-(3-formyl-phenyl)pyridine-2-carboxamide). RXN SMILES: [N:1]1[CH:6]=[CH:5][CH:4]=[CH:3][C:2]=1[C:7](Cl)=[O:8].C([O:12][CH:13](OCC)[C:14]1[CH:19]=[CH:18][CH:17]=[C:16]([NH2:20])[CH:15]=1)C.C(OC(OCC)C1C=CC=C([N+]([O-])=O)C=1)C.[N+](C1C=C(C=CC=1)C=O)([O-])=O.C(OC(OCC)OCC)C.C1(C)C=CC(S(O)(=O)=O)=CC=1>C(Cl)Cl.C(O)C.O.C(N(CC)CC)C>[CH:13]([C:14]1[CH:15]=[C:16]([NH:20][C:7]([C:2]2[CH:3]=[CH:4][CH:5]=[CH:6][N:1]=2)=[O:8])[CH:17]=[CH:18][CH:19]=1)=[O:12]. Procedure: To a solution of pyridine-2-carboxylic acid chlorid (6.5 g) in methylene chloride (75 ml) was added a mixture of triethylamine (6.3 g) and 3-aminobenzaldehyde diethylacetal (9.75 g); (3-aminobenzaldehyde diethylacetal was prepared by reducing (H2, Pd/C, MeHH) 3-nitrobenzaldehyde diethyl acetal, which in turn was made by acetalization of 3-nitrobenzaldehyde with triethylorthoformate and p-toluenesulfonic acid in ethanol). The mixture of the acid chloride and the primary amine was stirred at room ...